This data is from the Open Reaction Database (ORD), a public repository of structured organic reaction records. The task is: describe an organic reaction: reactants, conditions, products, and yield Starting materials: O=C([O-])[O-], CCC(C)=O, Cc1ccc2c(Cl)cc(Cl)c(O)c2n1, N#CCCl, [I-], [K+], [K+], [K+], O. The product is Cc1ccc2c(Cl)cc(Cl)c(OCC#N)c2n1. Reaction SMILES: [C:15](=[O:16])([O-:17])[O-:18].[CH3:27][C:28](=[O:29])[CH2:30][CH3:31].[Cl:1][c:2]1[c:3]2[cH:4][cH:5][c:6]([CH3:14])[n:7][c:8]2[c:9]([OH:13])[c:10]([Cl:12])[cH:11]1.[Cl:23][CH2:24][C:25]#[N:26].[I-:22].[K+:19].[K+:20].[K+:21].[OH2:32]>>[Cl:1][c:2]1[c:3]2[cH:4][cH:5][c:6]([CH3:14])[n:7][c:8]2[c:9]([O:13][CH2:24][C:25]#[N:26])[c:10]([Cl:12])[cH:11]1.